This data is from the Open Reaction Database (ORD), a public repository of structured organic reaction records. The task is: describe an organic reaction: reactants, conditions, products, and yield The reactants are ClCCl, O=[O+][O-], CC(=O)N1C(=O)C(CCCNC(=NC(=O)OCc2ccccc2)NC(=O)OCc2ccccc2)C1C=Cc1ccccc1. Yields the product CC(=O)N1C(=O)C(CCCNC(=NC(=O)OCc2ccccc2)NC(=O)OCc2ccccc2)C1C=O. As a reaction SMILES: [CH2:47]([Cl:48])[Cl:49].[O-:1][O+:2]=[O:3].[c:4]1([CH:5]=[CH:11][CH:12]2[CH:13]([CH2:20][CH2:21][CH2:22][NH:23][C:24](=[N:25][C:26](=[O:27])[O:28][CH2:29][c:30]3[cH:31][cH:32][cH:33][cH:34][cH:35]3)[NH:36][C:37](=[O:38])[O:39][CH2:40][c:41]3[cH:42][cH:43][cH:44][cH:45][cH:46]3)[C:14](=[O:19])[N:15]2[C:16]([CH3:17])=[O:18])[cH:6][cH:7][cH:8][cH:9][cH:10]1>>[O:1]=[CH:11][CH:12]1[CH:13]([CH2:20][CH2:21][CH2:22][NH:23][C:24](=[N:25][C:26](=[O:27])[O:28][CH2:29][c:30]2[cH:31][cH:32][cH:33][cH:34][cH:35]2)[NH:36][C:37](=[O:38])[O:39][CH2:40][c:41]2[cH:42][cH:43][cH:44][cH:45][cH:46]2)[C:14](=[O:19])[N:15]1[C:16]([CH3:17])=[O:18]. The reactants are Cc1ccc(Oc2ccc(Nc3ncnc4ccc(C#CCNC(=O)OC(C)(C)C)cc34)cc2C)cn1, O=C([O-])O, ClCCl, O=C(O)C(F)(F)F, [Na+]. Yields the product Cc1ccc(Oc2ccc(Nc3ncnc4ccc(C#CCN)cc34)cc2C)cn1. Reaction SMILES: [C:1]([O:2][C:3](=[O:4])[NH:7][CH2:8][C:9]#[C:10][c:11]1[cH:12][c:13]2[c:14]([NH:21][c:22]3[cH:23][c:24]([CH3:36])[c:25]([O:28][c:29]4[cH:30][n:31][c:32]([CH3:35])[cH:33][cH:34]4)[cH:26][cH:27]3)[n:15][cH:16][n:17][c:18]2[cH:19][cH:20]1)([CH3:5])([CH3:6])[CH3:37].[C:48](=[O:49])([OH:50])[O-:51].[Cl:45][CH2:46][Cl:47].[F:38][C:39]([F:40])([F:41])[C:42]([OH:43])=[O:44].[Na+:52]>>[NH2:7][CH2:8][C:9]#[C:10][c:11]1[cH:12][c:13]2[c:14]([NH:21][c:22]3[cH:23][c:24]([CH3:36])[c:25]([O:28][c:29]4[cH:30][n:31][c:32]([CH3:35])[cH:33][cH:34]4)[cH:26][cH:27]3)[n:15][cH:16][n:17][c:18]2[cH:19][cH:20]1. Run at time 3 hour. RXN SMILES: [Cl:1][C:2]1[CH:7]=[CH:6][N:5]=[C:4]2[CH:8]=[C:9]([C:11]([O-:13])=O)[S:10][C:3]=12.[Li+].C(Cl)Cl.C(Cl)(=O)C(Cl)=O.[NH3:24]>CN(C=O)C>[Cl:1][C:2]1[CH:7]=[CH:6][N:5]=[C:4]2[CH:8]=[C:9]([C:11]([NH2:24])=[O:13])[S:10][C:3]=12 |f:0.1|. Reported procedure: A 250 mL flask was charged with lithium 7-chlorothieno[3,2-b]pyridine-2-carboxylate (3.00 g, 13.7 mmol) and CH2Cl2(100 ml) under nitrogen. DMF (cat)(0.100 ml) and oxalyl dichloride (1.49 ml, 17.1 mmol) were added dropwise, and the reaction mixture was stirred for 3 hours, and concentrated in vacuo. The brown solid was redissolved in CH2Cl2(100 ml) and ammonia (gas)(0.233 g, 13.7 mmol) was gently bubbled through the reaction mixture for 5 minutes. The flask was then capped and stirred at room tem... Starting materials: C(C(=O)Cl)(=O)Cl (oxalyl dichloride), N (ammonia), ClC1=C2C(=NC=C1)C=C(S2)C(=O)[O-].[Li+] (lithium 7-chlorothieno[3,2-b]pyridine-2-carboxylate), C(Cl)Cl (CH2Cl2). Product: ClC1=C2C(=NC=C1)C=C(S2)C(=O)N (7-chlorothieno[3,2-b]pyridine-2-carboxamide). The solvent is CN(C)C=O (DMF). Reactants: N1=C(NC2=C1C=CC=C2)SCCN2CCN(CC2)C=O (1-[2-(benzimidazol-2-ylthio)ethyl]-4-formylpiperazine), Cl (hydrochloric acid), C(Cl)(Cl)Cl (chloroform). Run in CO (methanol). Conditions: temperature 40 celsius, time 3 hour. Yields the product N1=C(NC2=C1C=CC=C2)SCCN2CCNCC2 (1-[2-(benzimidazol-2-ylthio)ethyl]piperazine). Isolated yield 137.2%. As a reaction SMILES: [N:1]1[C:5]2[CH:6]=[CH:7][CH:8]=[CH:9][C:4]=2[NH:3][C:2]=1[S:10][CH2:11][CH2:12][N:13]1[CH2:18][CH2:17][N:16](C=O)[CH2:15][CH2:14]1.Cl.C(Cl)(Cl)Cl>CO>[N:1]1[C:5]2[CH:6]=[CH:7][CH:8]=[CH:9][C:4]=2[NH:3][C:2]=1[S:10][CH2:11][CH2:12][N:13]1[CH2:18][CH2:17][NH:16][CH2:15][CH2:14]1. Reported procedure: 1-[2-(benzimidazol-2-ylthio)ethyl]-4-formylpiperazine (1.92 kg) was suspended in methanol (4.5 kg), and 12N hydrochloric acid (2.9 kg) was added, and the mixture was stirred at 40° C. for 3 hours. To the reaction solution was added chloroform (17 kg), and the precipitated crystals were collected by filtration. The crystals were washed with chloroform to give 2.38 kg of 1-[2-(benzimidazol-2-ylthio)ethyl]piperazine.3 hydrochloride (yield 97%) as colorless crystalline powder. The reactants are O1C(=CC=C1)C(=O)O (2-Furanecarboxylic acid), ON1C(CCC1=O)=O (N-hydroxysuccinimide), O (water), C(Cl)Cl (methylene chloride). Solvent: O1CCCC1 (tetrahydrofuran). Yields the product O1C(=CC=C1)C(=O)ON1C(CCC1=O)=O (N-(2-furoyloxy)succinimide). The yield is 75.0%. As a reaction SMILES: [O:1]1[CH:5]=[CH:4][CH:3]=[C:2]1[C:6]([OH:8])=[O:7].O[N:10]1[C:14](=[O:15])[CH2:13][CH2:12][C:11]1=[O:16].O.C(Cl)Cl>O1CCCC1>[O:1]1[CH:5]=[CH:4][CH:3]=[C:2]1[C:6]([O:8][N:10]1[C:14](=[O:15])[CH2:13][CH2:12][C:11]1=[O:16])=[O:7]. Reported procedure: 2-Furanecarboxylic acid (2.0 g), 2.26 g of N-hydroxysuccinimide and 3.76 g of the water-soluble carbodiimide hydrochloride were stirred overnight at room temperature in tetrahydrofuran (THF for short)/methylene chloride. The reaction mixture was concentrated to dryness under reduced pressure, and the residue was extracted with ethyl acetate. The organic layer was washed successively with 10% hydrochloric acid, saturated aqueous sodium bicarbonate solution and saturated aqueous sodium chloride so...